From a dataset of the Open Reaction Database (ORD), a public repository of structured organic reaction records. describe an organic reaction: reactants, conditions, products, and yield Starting materials: OC1=CC=2CC[C@H]3[C@@H]4CCC([C@@]4(C)C[C@@H]([C@@H]3C2C=C1)OC)=O (3-hydroxy-11β-methoxy-estra-1,3,5(10)-trien-17-one), C1(=CC=C(C=C1)S(=O)(=O)NN)C (toluene-4-sulfonic acid hydrazide), crude product. The solvent is CCCCCC (n-hexane), C(C)O (ethanol), C(C)(=O)O (acetic acid), O (water). The product is CO[C@@H]1[C@@H]2C=3C=CC(=CC3CC[C@H]2[C@@H]2CCC([C@@]2(C)C1)=NNS(=O)(=O)C1=CC=C(C)C=C1)O (11β-Methoxy-17-tosylhydrazono-estra-1,3,5(10)-trien-3-ol). Reaction SMILES: [OH:1][C:2]1[CH:19]=[CH:18][C:17]2[C@@H:16]3[C@H:7]([C@H:8]4[C@@:12]([CH2:14][C@@H:15]3[O:20][CH3:21])([CH3:13])[C:11](=O)[CH2:10][CH2:9]4)[CH2:6][CH2:5][C:4]=2[CH:3]=1.[C:23]1([CH3:34])[CH:28]=[CH:27][C:26]([S:29]([NH:32][NH2:33])(=[O:31])=[O:30])=[CH:25][CH:24]=1>C(O)C.C(O)(=O)C.O.CCCCCC>[CH3:21][O:20][C@H:15]1[CH2:14][C@@:12]2([CH3:13])[C@@H:8]([CH2:9][CH2:10][C:11]2=[N:33][NH:32][S:29]([C:26]2[CH:27]=[CH:28][C:23]([CH3:34])=[CH:24][CH:25]=2)(=[O:30])=[O:31])[C@H:7]2[C@H:16]1[C:17]1[CH:18]=[CH:19][C:2]([OH:1])=[CH:3][C:4]=1[CH2:5][CH2:6]2. Procedure details: In a mixture of 6 ml of ethanol and 4 ml of glacial acetic acid, 1 g (3.3 mmol) of 3-hydroxy-11β-methoxy-estra-1,3,5(10)-trien-17-one and 0.7 g (3.8 mmol) of toluene-4-sulfonic acid hydrazide are refluxed. After a reaction time of about 5 hours at boiling heat, the reaction mixture is cooled, and the product is isolated in about 100 ml of water by addition in drops. By boiling the crude product in n-hexane, the water that is contained is azeotropically removed. Reactants: NC1=C(C=CC=C1)O (o-aminophenol), C(C1=CC=CC=C1)(=O)C=1C(N(C(N(C1CBr)C)=O)C)=O (5-Benzoyl-6-(bromomethyl)-1,3-dimethylpyrimidine-2,4(1H,3H)-dione), C(C1=CC=CC=C1)(=O)C=1C(N(C(N(C1CBr)C)=O)C)=O (5-Benzoyl-6-(bromomethyl)-1,3-dimethylpyrimidine-2,4(1H,3H)-dione). Run in CCO (EtOH). The product is CN1C(N(C(C=2C1=CN(C2C2=CC=CC=C2)C2=C(C=CC=C2)O)=O)C)=O (1,3-Dimethyl-6-(2-hydroxyphenyl)-5-phenyl-1H-pyrrolo[3,4-d]pyrimidine-2,4(3H,6H)-dione). The yield is 96.3%. As a reaction SMILES: [NH2:1][C:2]1[CH:7]=[CH:6][CH:5]=[CH:4][C:3]=1[OH:8].[C:9]([C:17]1[C:18](=[O:28])[N:19]([CH3:27])[C:20](=[O:26])[N:21]([CH3:25])[C:22]=1[CH2:23]Br)(=O)[C:10]1[CH:15]=[CH:14][CH:13]=[CH:12][CH:11]=1>CCO>[CH3:25][N:21]1[C:22]2=[CH:23][N:1]([C:2]3[CH:7]=[CH:6][CH:5]=[CH:4][C:3]=3[OH:8])[C:9]([C:10]3[CH:11]=[CH:12][CH:13]=[CH:14][CH:15]=3)=[C:17]2[C:18](=[O:28])[N:19]([CH3:27])[C:20]1=[O:26]. Reported procedure: In a 25 mL round bottom was placed o-aminophenol (163 mg, 1.5 mmol) and EtOH (10 mL). The mixture was warmed until homogenous and then compound 4a (250 mg, 741 μmol) was added (see Example 2 for synthesis of 4a). The mixture was stirred vigorously at reflux during which a precipitate formed. After 1 h the mixture was cooled in an ice bath, filtered, and the precipitate washed with cold EtOH to yield 5e (248 mg, 96.4%) as a white powder. 1H NMR (600 MHz,) δ 10.02 (s, 1H), 7.29-7.26 (m, 2H), 7.24-... The reactants are CC(C)(C)OC(=O)c1ncn2c1C1CCN1C(=O)c1cc(F)ccc1-2, OCC1CC1. Yields the product O=C(OCC1CC1)c1ncn2c1C1CCN1C(=O)c1cc(F)ccc1-2. As a reaction SMILES: [F:1][c:2]1[cH:3][cH:4][c:5]2[c:6]([cH:25]1)[C:7](=[O:24])[N:8]1[CH:9]([c:10]3[n:11]-2[cH:12][n:13][c:14]3[C:15](=[O:16])[O:17][C:18]([CH3:19])([CH3:20])[CH3:21])[CH2:22][CH2:23]1.[OH:26][CH2:27][CH:28]1[CH2:29][CH2:30]1>>[F:1][c:2]1[cH:3][cH:4][c:5]2[c:6]([cH:25]1)[C:7](=[O:24])[N:8]1[CH:9]([c:10]3[n:11]-2[cH:12][n:13][c:14]3[C:15](=[O:16])[O:17][CH2:27][CH:28]2[CH2:29][CH2:30]2)[CH2:22][CH2:23]1. Reactants: C(C)(=O)NC1=C(C=C(C=C1)SCOC)N (1-acetamido-2-amino-4-methoxymethylthiobenzene), COC(=O)N=C=S (methoxy carbonyl isothiocyanate). Run in CC(=O)C (acetone). Yields the product C(C)(=O)NC1=C(C=C(C=C1)SCOC)NC(=S)NC(=O)OC (2-acetamido-1-(3-methoxycarbonyl-2-thioureido)-5-methoxymethylthiobenzene). RXN SMILES: [C:1]([NH:4][C:5]1[CH:10]=[CH:9][C:8]([S:11][CH2:12][O:13][CH3:14])=[CH:7][C:6]=1[NH2:15])(=[O:3])[CH3:2].[CH3:16][O:17][C:18]([N:20]=[C:21]=[S:22])=[O:19]>CC(C)=O>[C:1]([NH:4][C:5]1[CH:10]=[CH:9][C:8]([S:11][CH2:12][O:13][CH3:14])=[CH:7][C:6]=1[NH:15][C:21]([NH:20][C:18]([O:17][CH3:16])=[O:19])=[S:22])(=[O:3])[CH3:2]. Reported procedure: 1.0 G. of 1-acetamido-2-amino-4-methoxymethylthiobenzene in 30 ml. acetone is treated overnight with 2 g. methoxy carbonyl isothiocyanate at room temperature. The solution is concentrated and the residue triturated with ether. Recrystallization affords 2-acetamido-1-(3-methoxycarbonyl-2-thioureido)-5-methoxymethylthiobenzene. Reactants: N#CCCCCCBr, O=C([O-])[O-], CC(C)=O, [K+], [K+], Oc1cccc(CN2CCCCC2)c1. The product is N#CCCCCCOc1cccc(CN2CCCCC2)c1. RXN SMILES: [Br:15][CH2:16][CH2:17][CH2:18][CH2:19][CH2:20][C:21]#[N:22].[C:23](=[O:24])([O-:25])[O-:26].[CH3:29][C:30](=[O:31])[CH3:32].[K+:27].[K+:28].[OH:1][c:2]1[cH:3][c:4]([CH2:5][N:6]2[CH2:7][CH2:8][CH2:9][CH2:10][CH2:11]2)[cH:12][cH:13][cH:14]1>>[O:1]([c:2]1[cH:3][c:4]([CH2:5][N:6]2[CH2:7][CH2:8][CH2:9][CH2:10][CH2:11]2)[cH:12][cH:13][cH:14]1)[CH2:16][CH2:17][CH2:18][CH2:19][CH2:20][C:21]#[N:22]. Starting materials: OC=1C=C(C=O)C=CC1 (3-hydroxybenzaldehyde), BrCC(C)=O (bromoacetone), C([O-])([O-])=O.[K+].[K+] (potassium carbonate). Run in CN(C=O)C (dimethylformamide). Run at temperature 70 celsius, time 30 minute. Yields the product O=C(COC=1C=C(C=O)C=CC1)C (3-(2-oxo-propoxy)benzaldehyde). As a reaction SMILES: [OH:1][C:2]1[CH:3]=[C:4]([CH:7]=[CH:8][CH:9]=1)[CH:5]=[O:6].Br[CH2:11][C:12](=[O:14])[CH3:13].C(=O)([O-])[O-].[K+].[K+]>CN(C)C=O>[O:14]=[C:12]([CH3:13])[CH2:11][O:1][C:2]1[CH:3]=[C:4]([CH:7]=[CH:8][CH:9]=1)[CH:5]=[O:6] |f:2.3.4|. Procedure details: To a mixture of 3.05 g of 3-hydroxybenzaldehyde, 2.3 ml of bromoacetone and 30 ml of dimethylformamide was added 4.15 g of potassium carbonate, and this was heated and stirred at 70° C. for 30 minutes. After cooled to room temperature, insolubles were filtered and the filtrate was concentrated under reduced pressure. Water was added to the resulting residue, and then extracted with ethyl acetate. The organic layer washed successively with water and an aqueous saturated sodium chloride solution, ...